This data is from the Open Reaction Database (ORD), a public repository of structured organic reaction records. The task is: describe an organic reaction: reactants, conditions, products, and yield Starting materials: CCO, CN(C)C=O, O=c1c2ccccc2n(-c2ccccc2)c(=O)n1CCCl, O=C(c1ccc(F)cc1)C1CCNCC1. Product: O=C(c1ccc(F)cc1)C1CCN(CCn2c(=O)c3ccccc3n(-c3ccccc3)c2=O)CC1. Reaction SMILES: [CH3:37][CH2:38][OH:39].[CH3:40][N:41]([CH3:42])[CH:43]=[O:44].[Cl:1][CH2:2][CH2:3][n:4]1[c:5](=[O:21])[n:6](-[c:15]2[cH:16][cH:17][cH:18][cH:19][cH:20]2)[c:7]2[cH:8][cH:9][cH:10][cH:11][c:12]2[c:13]1=[O:14].[F:22][c:23]1[cH:24][cH:25][c:26]([C:29](=[O:30])[CH:31]2[CH2:32][CH2:33][NH:34][CH2:35][CH2:36]2)[cH:27][cH:28]1>>[CH2:2]([CH2:3][n:4]1[c:5](=[O:21])[n:6](-[c:15]2[cH:16][cH:17][cH:18][cH:19][cH:20]2)[c:7]2[cH:8][cH:9][cH:10][cH:11][c:12]2[c:13]1=[O:14])[N:34]1[CH2:33][CH2:32][CH:31]([C:29]([c:26]2[cH:25][cH:24][c:23]([F:22])[cH:28][cH:27]2)=[O:30])[CH2:36][CH2:35]1. The reactants are COCCCC (butyl methyl ether), C(C1=CC=CC=C1)OCCOC=1C=C(C=O)C=CC1OC (3-(2-Benzyloxyethoxy)-4-methoxy-benzaldehyde), C[O-].[Na+] (sodium methylate), C(C)OC(C(CC)Br)=O (bromobutyric acid ethyl ester), COCCCC (butyl methyl ether). Run in C(C)(=O)O (acetic acid), O (H2O). Run at time 45 minute. Product: C(C)C(=O)CC1=CC(=C(C=C1)OC)OCCOCC1=CC=CC=C1 (3-(2-Benzyloxyethoxy)-4-methoxybenzyl ethyl ketone). RXN SMILES: [CH2:1]([O:8][CH2:9][CH2:10][O:11][C:12]1[CH:13]=[C:14]([CH:17]=[CH:18][C:19]=1[O:20][CH3:21])[CH:15]=O)[C:2]1[CH:7]=[CH:6][CH:5]=[CH:4][CH:3]=1.C([O:24][C:25](=O)[CH:26](Br)[CH2:27]C)C.COCCCC.C[O-].[Na+]>O.C(O)(=O)C>[CH2:26]([C:25]([CH2:15][C:14]1[CH:17]=[CH:18][C:19]([O:20][CH3:21])=[C:12]([O:11][CH2:10][CH2:9][O:8][CH2:1][C:2]2[CH:7]=[CH:6][CH:5]=[CH:4][CH:3]=2)[CH:13]=1)=[O:24])[CH3:27] |f:3.4|. Procedure: 24 g of the product of step (ii) 21.5 g bromobutyric acid ethyl ester and 30 ml t.butyl methyl ether are added dropwise over 50 mins. at 5° C. to a pre-prepared suspension of sodium methylate in 25 ml t.butyl methyl ether. The reaction mixture is stirred for 45 mins. at ca. 5° C. and then stirred for 12 hrs. at room temperature. The pH is adjusted to 5 by addition of glacial acetic acid and the obtained suspension diluted with H2O and extracted 3× with t.butyl methyl ether. The organic phase is ... Starting materials: C(C)N=C=NCCCN(C)C (1-ethyl-3-(3-dimethylaminopropyl)carbodiimide), Cl.C(C)OC([C@H](CNC(=O)[C@H]1CN(CCC1)C(CCC1CCN(CC1)C(=O)OCC1=CC=CC=C1)=O)N)=O (N-[(R)-1-{3-(1-benzyloxycarbonyl-4-piperidyl)propionyl}-3-piperidylcarbonyl]-2(S)-amino-β-alanine ethyl ester hydrochloride), COCCC(=O)O (3-methoxypropionic acid), ON1N=NC2=C1C=CC=C2 (1-hydroxybenztriazole). Solvent: CN(C=O)C (N,N-dimethylformamide), O (water). Reaction conditions: temperature 0 celsius. Yields the product C(C)OC([C@H](CNC(=O)[C@H]1CN(CCC1)C(CCC1CCN(CC1)C(=O)OCC1=CC=CC=C1)=O)NC(CCOC)=O)=O (N-[(R)-1-{3-(1-benzyloxycarbonyl-4-piperidyl)propionyl}-3-piperidylcarbonyl]-2(S)-(3-methoxypropionyl)amino-β-alanine ethyl ester). Reaction SMILES: Cl.[CH2:2]([O:4][C:5](=[O:38])[C@@H:6]([NH2:37])[CH2:7][NH:8][C:9]([C@@H:11]1[CH2:16][CH2:15][CH2:14][N:13]([C:17](=[O:36])[CH2:18][CH2:19][CH:20]2[CH2:25][CH2:24][N:23]([C:26]([O:28][CH2:29][C:30]3[CH:35]=[CH:34][CH:33]=[CH:32][CH:31]=3)=[O:27])[CH2:22][CH2:21]2)[CH2:12]1)=[O:10])[CH3:3].[CH3:39][O:40][CH2:41][CH2:42][C:43](O)=[O:44].ON1C2C=CC=CC=2N=N1.C(N=C=NCCCN(C)C)C>CN(C)C=O.O>[CH2:2]([O:4][C:5](=[O:38])[C@@H:6]([NH:37][C:43](=[O:44])[CH2:42][CH2:41][O:40][CH3:39])[CH2:7][NH:8][C:9]([C@@H:11]1[CH2:16][CH2:15][CH2:14][N:13]([C:17](=[O:36])[CH2:18][CH2:19][CH:20]2[CH2:21][CH2:22][N:23]([C:26]([O:28][CH2:29][C:30]3[CH:31]=[CH:32][CH:33]=[CH:34][CH:35]=3)=[O:27])[CH2:24][CH2:25]2)[CH2:12]1)=[O:10])[CH3:3] |f:0.1|. Procedure: To a mixture of N-[(R)-1-{3-(1-benzyloxycarbonyl-4-piperidyl)propionyl}-3-piperidylcarbonyl]-2(S)-amino-β-alanine ethyl ester hydrochloride (1 g), 3-methoxypropionic acid (0.17 ml) and 1-hydroxybenztriazole (0.24 g) in N,N-dimethylformamide (10 ml) was added 1-ethyl-3-(3-dimethylaminopropyl)carbodiimide (0.33 ml) under stirring at 0° C. After stirring at ambient temperature for overnight, the mixture was poured into water and extracted with ethyl acetate. The extract washed with water, brine and...